This data is from the Open Reaction Database (ORD), a public repository of structured organic reaction records. The task is: describe an organic reaction: reactants, conditions, products, and yield Starting materials: CC1=C(C=2C(C(CC2C2=C1OC(=C2)C(=O)O)(C(C)C)Br)=O)C (4,5-dimethyl-6-oxo-7,8-dihydro-7-bromo-7-isopropyl-6H-indeno[5,4-b]furan-2-carboxylic acid), [Br-].[Li+] (lithium bromide), ice water. The solvent is CN(C=O)C (dimethylformamide). Product: CC1=C(C=2C(C(CC2C2=C1OC(=C2)C(=O)O)=C(C)C)=O)C (4,5-dimethyl-6-oxo-7,8-dihydro-7-isopropylidene-6H-indeno[5,4-b]furan-2-carboxylic acid). Reaction SMILES: [CH3:1][C:2]1[C:10]2[O:11][C:12]([C:14]([OH:16])=[O:15])=[CH:13][C:9]=2[C:8]2[CH2:7][C:6](Br)([CH:17]([CH3:19])[CH3:18])[C:5](=[O:21])[C:4]=2[C:3]=1[CH3:22].[Br-].[Li+]>CN(C)C=O>[CH3:1][C:2]1[C:10]2[O:11][C:12]([C:14]([OH:16])=[O:15])=[CH:13][C:9]=2[C:8]2[CH2:7][C:6](=[C:17]([CH3:18])[CH3:19])[C:5](=[O:21])[C:4]=2[C:3]=1[CH3:22] |f:1.2|. Procedure: A solution of 4,5-dimethyl-6-oxo-7,8-dihydro-7-bromo-7-isopropyl-6H-indeno[5,4-b]furan-2-carboxylic acid (0.01 mole) and lithium bromide (0.02 mole) in dimethylformamide (100 ml.) is heated in an inert atmosphere (nitrogen) at 95°C. for 2.0 hours; poured into ice water (300 ml.) to afford 4,5-dimethyl-6-oxo-7,8-dihydro-7-isopropylidene-6H-indeno[5,4-b]furan-2-carboxylic acid. Reactants: [H-].[Na+] (NaH), ClC1=NC(=CN=C1)Cl (2,6-dichloropyrazine), C1=CC(=CN=C1)CO (nicotinic alcohol). Run in O1CCOCC1 (dioxane). Yields the product ClC1=NC(=CN=C1)OCC=1C=NC=CC1 (2-Chloro-6-(3-pyridinylmethoxy)pyrazine), oil. Reaction SMILES: Cl[C:2]1[CH:7]=[N:6][CH:5]=[C:4]([Cl:8])[N:3]=1.[CH:9]1[CH:14]=[N:13][CH:12]=[C:11]([CH2:15][OH:16])[CH:10]=1.[H-].[Na+]>O1CCOCC1>[Cl:8][C:4]1[CH:5]=[N:6][CH:7]=[C:2]([O:16][CH2:15][C:11]2[CH:12]=[N:13][CH:14]=[CH:9][CH:10]=2)[N:3]=1 |f:2.3|. Procedure details: The title compound was prepared according to the procedure of example 4, step 1 starting from 2,6-dichloropyrazine (444 mg, 3.00 mmol), nicotinic alcohol (360 mg, 3.30 mmol) in dioxane (5 mL) and NaH (55% in oil, 144 mg, 3.30 mmol). The crude product, obtained as an oil (0.72 g), was used directly in the next step. MS m/z 221 (M)+. Reactants: CCOC1C(OC)C(C)OC(OC(=O)Nc2ccc(N=Nc3ccc(OC(F)(F)C(F)(F)F)cc3)cc2)C1OC, Nc1ccc(N=Nc2ccc(OC(F)(F)C(F)(F)F)cc2)cc1. Yields the product CCOC1C(OC)C(C)OC(OC(=O)Nc2ccc(N=Nc3ccc(OC(F)(F)F)cc3)cc2)C1OC. Reaction SMILES: [CH2:24]([CH3:25])[O:26][CH:27]1[CH:28]([O:62][CH3:63])[CH:29]([O:36][C:37]([NH:38][c:39]2[cH:40][cH:41][c:42]([N:45]=[N:46][c:47]3[cH:48][cH:49][c:50]([O:53][C:54]([F:55])([F:56])[C:57]([F:58])([F:59])[F:60])[cH:51][cH:52]3)[cH:43][cH:44]2)=[O:61])[O:30][CH:31]([CH3:35])[CH:32]1[O:33][CH3:34].[F:1][C:2]([C:3]([F:4])([F:5])[F:6])([F:7])[O:8][c:9]1[cH:10][cH:11][c:12]([N:13]=[N:14][c:15]2[cH:16][cH:17][c:18]([NH2:19])[cH:20][cH:21]2)[cH:22][cH:23]1>>[C:3]([F:4])([F:5])([F:6])[O:53][c:50]1[cH:49][cH:48][c:47]([N:46]=[N:45][c:42]2[cH:41][cH:40][c:39]([NH:38][C:37]([O:36][CH:29]3[CH:28]([O:62][CH3:63])[CH:27]([O:26][CH2:24][CH3:25])[CH:32]([O:33][CH3:34])[CH:31]([CH3:35])[O:30]3)=[O:61])[cH:44][cH:43]2)[cH:52][cH:51]1. Run in O1CCCC1 (tetrahydrofuran). Procedure: Prepared according to the method described in Example 1b) from lithium aluminium hydride (41.9 ml, 1.0M solution in ether) and solution (2S)-2-(biphenyl-4-yloxy)propanoic acid, ethyl ester (11.3 g, Example 2a)) in dry tetrahydrofuran (200 ml) at 0° C. The sub-title compound obtained after work-up was used directly without further purification (9.52 g). Product: C1(=CC=C(C=C1)O[C@H](CO)C)C1=CC=CC=C1 ((2S)-2-(Biphenyl-4-yloxy)propan-1-ol). RXN SMILES: [H-].[Al+3].[Li+].[H-].[H-].[H-].[C:7]1([C:21]2[CH:26]=[CH:25][CH:24]=[CH:23][CH:22]=2)[CH:12]=[CH:11][C:10]([O:13][C@@H:14]([CH3:20])[C:15](OCC)=[O:16])=[CH:9][CH:8]=1>O1CCCC1>[C:7]1([C:21]2[CH:22]=[CH:23][CH:24]=[CH:25][CH:26]=2)[CH:8]=[CH:9][C:10]([O:13][C@@H:14]([CH3:20])[CH2:15][OH:16])=[CH:11][CH:12]=1 |f:0.1.2.3.4.5|. Starting materials: [H-].[Al+3].[Li+].[H-].[H-].[H-] (lithium aluminium hydride), C1(=CC=C(C=C1)O[C@H](C(=O)OCC)C)C1=CC=CC=C1 ((2S)-2-(biphenyl-4-yloxy)propanoic acid, ethyl ester). Run in CN(C=O)C (dimethylformamide), CN(C=O)C (dimethylformamide). Reactants: 1,8-diazobicyclo[5.4.0]undec-7-ene, ClCCCCCCO (6-chloro-1-hexanol), COC=1C=C(/C=C/C(=O)O)C=CC1OC ((E)-3,4-dimethoxycinnamic acid). The reagents and catalysts are [I-].C(CCC)[N+](CCCC)(CCCC)CCCC (tetrabutylammonium iodide). Run at temperature 80 celsius, time 19 hour. Procedure: A solution consisting of 0.72 ml of 1,8-diazobicyclo[5.4.0]undec-7-ene (1.5-5) and 5 ml of dimethylformamide was added dropwise to a solution of 1.0 g of (E)-3,4-dimethoxycinnamic acid in 10 ml of dimethylformamide in the course of 10 minutes at room temperature. Thereafter, the reaction mixture was heated to 80° C., 0.18 g of tetrabutylammonium iodide and 0.71 ml of 6-chloro-1-hexanol were then added in succession and the reaction was then allowed to proceed for 19 hours. Thereafter, the reacti... Yields the product COC=1C=C(C=CC1OC)/C=C/C(=O)OCCCCCCO (6-hydroxyhexyl 3(E)-(3,4-dimethoxyphenyl)acrylate). Reaction SMILES: [CH3:1][O:2][C:3]1[CH:4]=[C:5]([CH:11]=[CH:12][C:13]=1[O:14][CH3:15])/[CH:6]=[CH:7]/[C:8]([OH:10])=[O:9].Cl[CH2:17][CH2:18][CH2:19][CH2:20][CH2:21][CH2:22][OH:23]>CN(C)C=O.[I-].C([N+](CCCC)(CCCC)CCCC)CCC>[CH3:1][O:2][C:3]1[CH:4]=[C:5](/[CH:6]=[CH:7]/[C:8]([O:10][CH2:17][CH2:18][CH2:19][CH2:20][CH2:21][CH2:22][OH:23])=[O:9])[CH:11]=[CH:12][C:13]=1[O:14][CH3:15] |f:3.4|. Reactants: ClCCl, C=C(c1ccc(CCCC)cc1)C(C)O. Reaction SMILES: [CH2:16]([Cl:17])[Cl:18].[CH2:1]([CH2:2][CH2:3][CH3:4])[c:5]1[cH:6][cH:7][c:8]([C:11]([CH:12]([CH3:13])[OH:14])=[CH2:15])[cH:9][cH:10]1>>[CH2:1]([CH2:2][CH2:3][CH3:4])[c:5]1[cH:6][cH:7][c:8]([C:11]([C:12]([CH3:13])=[O:14])=[CH2:15])[cH:9][cH:10]1. The product is C=C(C(C)=O)c1ccc(CCCC)cc1. Reported procedure: A suspension of 6-bromo-8-methyl-2-oxo-4-phenyl-1,2-dihydro-quinoline-3-carboxylic acid methyl ester (prepared as described in example 54 step C) (140 mg, 376 μmol, Eq: 1.00) and copper(I) cyanide (121 mg, 41.5 μl, 1.35 mmol, Eq: 3.6) in DMF (2.8 ml) was heated to 130° C. for 2 d. Then water was added and the mixture was extracted with DCM (3×). The combined extracts were washed with water and brine, dried with Na2SO4 and evaporated to give the title compound as off-white solid (120 mg). MS (ESI... Isolated yield 100.3%. The product is COC(=O)C=1C(NC2=C(C=C(C=C2C1C1=CC=CC=C1)C#N)C)=O (6-Cyano-8-methyl-2-oxo-4-phenyl-1,2-dihydro-quinoline-3-carboxylic acid methyl ester). Run at temperature 130 celsius. Run in CN(C)C=O (DMF). RXN SMILES: [CH3:1][O:2][C:3]([C:5]1[C:6](=[O:23])[NH:7][C:8]2[C:13]([C:14]=1[C:15]1[CH:20]=[CH:19][CH:18]=[CH:17][CH:16]=1)=[CH:12][C:11](Br)=[CH:10][C:9]=2[CH3:22])=[O:4].[Cu][C:25]#[N:26].O>CN(C=O)C>[CH3:1][O:2][C:3]([C:5]1[C:6](=[O:23])[NH:7][C:8]2[C:13]([C:14]=1[C:15]1[CH:20]=[CH:19][CH:18]=[CH:17][CH:16]=1)=[CH:12][C:11]([C:25]#[N:26])=[CH:10][C:9]=2[CH3:22])=[O:4]. Reactants: COC(=O)C=1C(NC2=C(C=C(C=C2C1C1=CC=CC=C1)Br)C)=O (6-Bromo-8-methyl-2-oxo-4-phenyl-1,2-dihydro-quinoline-3-carboxylic acid methyl ester), [Cu]C#N (copper(I) cyanide), O (water).